From a dataset of the Open Reaction Database (ORD), a public repository of structured organic reaction records. describe an organic reaction: reactants, conditions, products, and yield Reactants: Cl.C(C)N (ethylamine hydrochloride), C(C)(C)N(CC)C(C)C (diisopropylethylamine), N=C=N (carbodiimide), FC1=CC=C(C=C1)N=C1SC=C(N1CCCNCC(=O)O)C1=CC=C(C=C1)N1CCOCC1 (N-{3-[2-[(4-Fluorophenyl)imino]-4-[4-(morpholino)phenyl]thiazol-3(2H)-yl]propyl}glycine). Run in CN(C=O)C (N,N-dimethylformamide), ClCCl (dichloromethane), ClCCl (dichloromethane). Conditions: time 8 hour. Product: C(C)NC(CNCCCN1C(SC=C1C1=CC=C(C=C1)N1CCOCC1)=NC1=CC=C(C=C1)F)=O (N1-ethyl-N2-{3-[2-[(4-fluorophenyl)imino]-4-[4-(morpholino)phenyl]-thiazol-3(2H)-yl]propyl}glycinamide). Reaction SMILES: [F:1][C:2]1[CH:7]=[CH:6][C:5]([N:8]=[C:9]2[N:13]([CH2:14][CH2:15][CH2:16][NH:17][CH2:18][C:19]([OH:21])=O)[C:12]([C:22]3[CH:27]=[CH:26][C:25]([N:28]4[CH2:33][CH2:32][O:31][CH2:30][CH2:29]4)=[CH:24][CH:23]=3)=[CH:11][S:10]2)=[CH:4][CH:3]=1.Cl.[CH2:35]([NH2:37])[CH3:36].C(N(C(C)C)CC)(C)C.N=C=N>ClCCl.CN(C)C=O>[CH2:35]([NH:37][C:19](=[O:21])[CH2:18][NH:17][CH2:16][CH2:15][CH2:14][N:13]1[C:12]([C:22]2[CH:23]=[CH:24][C:25]([N:28]3[CH2:33][CH2:32][O:31][CH2:30][CH2:29]3)=[CH:26][CH:27]=2)=[CH:11][S:10][C:9]1=[N:8][C:5]1[CH:4]=[CH:3][C:2]([F:1])=[CH:7][CH:6]=1)[CH3:36] |f:1.2|. Reported procedure: The title compound was synthesized by combinatorial chemistry technique. That is, to a solution of the compound obtained in Example 329 (2) in dichloromethane (43.8 μmol/ml) (1 ml) were added a solution of ethylamine hydrochloride in N,N-dimethylformamide (35.0 μmol/ml) (1 ml), a solution of diisopropylethylamine (35.0 μmol/ml) (1 ml) and a suspension of carbodiimide resin in dichloromethane (79.2 mg/ml, manufactured by Argonaut) (1 ml), and the mixture was stirred at room temperature overnight.... Reactants: [Si](C)(C)(C(C)(C)C)OC1C=C(C(C1)=O)SCCCCCCO (4(RS)-t-butyldimethylsilyloxy-2-(6-hydroxyhexylthio)-2-cyclopentenone), C(C)(=O)OC(C)=O (acetic anhydride), N1=CC=CC=C1 (pyridine). The solvent is CO (methanol). Reaction conditions: time 2 hour. The product is [Si](C)(C)(C(C)(C)C)OC1C=C(C(C1)=O)SCCCCCCOC(C)=O (4-t-butyldimethylsilyloxy-2-(6-acetoxyhexylthio)-2-cyclopentenone). Isolated yield 96.5%. Reaction SMILES: [Si:1]([O:8][CH:9]1[CH2:13][C:12](=[O:14])[C:11]([S:15][CH2:16][CH2:17][CH2:18][CH2:19][CH2:20][CH2:21][OH:22])=[CH:10]1)([C:4]([CH3:7])([CH3:6])[CH3:5])([CH3:3])[CH3:2].[C:23](OC(=O)C)(=[O:25])[CH3:24].N1C=CC=CC=1>CO>[Si:1]([O:8][CH:9]1[CH2:13][C:12](=[O:14])[C:11]([S:15][CH2:16][CH2:17][CH2:18][CH2:19][CH2:20][CH2:21][O:22][C:23](=[O:25])[CH3:24])=[CH:10]1)([C:4]([CH3:7])([CH3:6])[CH3:5])([CH3:3])[CH3:2]. Procedure: 700 mg (2.13 mmoles) of 4(RS)-t-butyldimethylsilyloxy-2-(6-hydroxyhexylthio)-2-cyclopentenone, 1020 mg (10 mmoles) of acetic anhydride and 1580 mg (20 mmoles) of pyridine were mixed, and stirred at room temperature for 2 hours. After the reaction, methanol was added. The solvent was removed to give 795 mg of 4-t-butyldimethylsilyloxy-2-(6-acetoxyhexylthio)-2-cyclopentenone as a nearly pure product. Reactants: C1(=CC=C(C=C1)C(=O)N1CC2=C(CC1)C=CO2)\C=C/C2=CC=CC=C2 ((Z)-6-(4-stilbenecarbonyl)-4,5,6,7-tetrahydrofuro[2,3-c]pyridine), CNC (dimethylamine), C=O (formaldehyde). Solvent: C(C)(=O)O (acetic acid). Conditions: temperature 100 celsius, time 45 minute. Yields the product CN(C)CC1=CC2=C(CN(CC2)C(=O)C2=CC=C(C=C2)\C=C/C2=CC=CC=C2)O1 ((Z)-N,N-dimethyl-[6-(4-stilbenecarbonyl)-4,5,6,7-tetrahydrofuro[2,3-c]pyridin-2-ylmethyl]amine). RXN SMILES: [C:1]1(/[CH:18]=[CH:19]\[C:20]2[CH:25]=[CH:24][CH:23]=[CH:22][CH:21]=2)[CH:6]=[CH:5][C:4]([C:7]([N:9]2[CH2:14][CH2:13][C:12]3[CH:15]=[CH:16][O:17][C:11]=3[CH2:10]2)=[O:8])=[CH:3][CH:2]=1.[CH3:26][NH:27][CH3:28].[CH2:29]=O>C(O)(=O)C>[CH3:26][N:27]([CH2:29][C:16]1[O:17][C:11]2[CH2:10][N:9]([C:7]([C:4]3[CH:3]=[CH:2][C:1](/[CH:18]=[CH:19]\[C:20]4[CH:25]=[CH:24][CH:23]=[CH:22][CH:21]=4)=[CH:6][CH:5]=3)=[O:8])[CH2:14][CH2:13][C:12]=2[CH:15]=1)[CH3:28]. Reported procedure: To a solution of 0.250 g (0.759 mmol) of (Z)-6-(4-stilbenecarbonyl)-4,5,6,7-tetrahydrofuro[2,3-c]pyridine in 20 ml of acetic acid, 0.10 ml (1.1 mmol) of 50% aqueous dimethylamine and 0.09 ml (1.1 mmol) of 37% aqueous formaldehyde were added, followed by stirring at 100° C. for 45 minutes. After the solvent was distilled off under reduced pressure, the residual solution was alkalified with 5% aqueous sodium hydrogen carbonate, and extracted with dichloromethane 2 times. The combined organic layer... Reactants: NC1=NC=2C=CC=CC2C=2C1=NN(C2CCNC(OC(C)(C)C)=O)CCC (tert-butyl 2-(4-amino-2-propyl-2H-pyrazolo[3,4-c]quinolin-1-yl)ethylcarbamate), C(C)(C)(C)OC(=O)NC=1C=NC=CC1B(O)O (3-[(tert-butoxycarbonyl)amino]pyridin-4-ylboronic acid). The product is NC1=NC=2C=NC=CC2C=2C1=NN(C2CCNC(OC(C)(C)C)=O)CCC (tert-butyl 2-(4-amino-2-propyl-2H-pyrazolo[3,4-c][1,7]naphthyridin-1-yl)ethylcarbamate). Yield: 20.4%. Reaction SMILES: [NH2:1][C:2]1[C:11]2=[N:12][N:13]([CH2:25][CH2:26][CH3:27])[C:14]([CH2:15][CH2:16][NH:17][C:18](=[O:24])[O:19][C:20]([CH3:23])([CH3:22])[CH3:21])=[C:10]2[C:9]2[CH:8]=[CH:7]C=[CH:5][C:4]=2[N:3]=1.C(OC([NH:35]C1C=NC=CC=1B(O)O)=O)(C)(C)C>>[NH2:1][C:2]1[C:11]2=[N:12][N:13]([CH2:25][CH2:26][CH3:27])[C:14]([CH2:15][CH2:16][NH:17][C:18](=[O:24])[O:19][C:20]([CH3:21])([CH3:23])[CH3:22])=[C:10]2[C:9]2[CH:8]=[CH:7][N:35]=[CH:5][C:4]=2[N:3]=1. Procedure: A modification of the method described in Example 610 was used to couple tert-butyl 2-(4-amino-2-propyl-2H-pyrazolo[3,4-c]quinolin-1-yl)ethylcarbamate (2.08 g, 5.82 mmol) (Example 51, Parts A through G) with 3-[(tert-butoxycarbonyl)amino]pyridin-4-ylboronic acid (2.77 g, 11.6 mmol). After the first purification by IFC, 0.44 g of tert-butyl 2-(4-amino-2-propyl-2H-pyrazolo[3,4-c][1,7]naphthyridin-1-yl)ethylcarbamate was obtained as a yellow solid. Solvent: O1CCCC1 (tetrahydrofuran). Reactants: C(O)([O-])=O.[Na+] (sodium hydrogencarbonate), COC(C)(C)C (tert-butyl methyl ether), O=C1CCCC2=C(N1COCC[Si](C)(C)C)C(=CC=C2)C(=O)OC (methyl 2-oxo-1-(trimethylsilanylethoxymethyl)-2,3,4,5-tetrahydro-1H-benzo[b]azepine-9-carboxylate), [BH4-].[Li+] (lithium borohydride). Product: OCC1=CC=CC2=C1N(C(CCC2)=O)COCC[Si](C)(C)C (9-Hydroxymethyl-1-(2-trimethylsilanylethoxymethyl)-1,3,4,5-tetrahydrobenzo[b]azepin-2-one), SiO2. Run at temperature 50 celsius, time 4 hour. RXN SMILES: [O:1]=[C:2]1[N:8]([CH2:9][O:10][CH2:11][CH2:12][Si:13]([CH3:16])([CH3:15])[CH3:14])[C:7]2[C:17]([C:21](OC)=[O:22])=[CH:18][CH:19]=[CH:20][C:6]=2[CH2:5][CH2:4][CH2:3]1.[BH4-].[Li+].C(=O)([O-])O.[Na+].COC(C)(C)C>O1CCCC1>[OH:22][CH2:21][C:17]1[C:7]2[N:8]([CH2:9][O:10][CH2:11][CH2:12][Si:13]([CH3:16])([CH3:15])[CH3:14])[C:2](=[O:1])[CH2:3][CH2:4][CH2:5][C:6]=2[CH:20]=[CH:19][CH:18]=1 |f:1.2,3.4|. Procedure details: A solution of 1.500 g of methyl 2-oxo-1-(trimethylsilanylethoxymethyl)-2,3,4,5-tetrahydro-1H-benzo[b]azepine-9-carboxylate in 35 ml of tetrahydrofuran is admixed with 0.205 g of lithium borohydride. The reaction mixture is stirred at 50° C. over 4 hours and subsequently poured onto 300 ml of a 1:1 mixture of saturated aqueous sodium hydrogencarbonate solution and tert-butyl methyl ether. The phases are separated and the aqueous phase is extracted with 150 ml of tert-butyl methyl ether. The combi... Starting materials: Br.BrC1=CC=C(C(=N)N)C=C1 (p-bromobenzamidine hydrobromide), C(CC(=O)OCC)(=O)OCC (diethyl malonate). Product: BrC1=CC=C(C=C1)C=1NC(CC(N1)=O)=O (2-(4-bromophenyl)-4,6-(1H,5H)-pyrimidinedione). As a reaction SMILES: Br.[Br:2][C:3]1[CH:11]=[CH:10][C:6]([C:7]([NH2:9])=[NH:8])=[CH:5][CH:4]=1.[C:12](OCC)(=[O:19])[CH2:13][C:14](OCC)=[O:15]>>[Br:2][C:3]1[CH:11]=[CH:10][C:6]([C:7]2[NH:9][C:12](=[O:19])[CH2:13][C:14](=[O:15])[N:8]=2)=[CH:5][CH:4]=1 |f:0.1|. Procedure: In a similar manner, reacting p-bromobenzamidine hydrobromide with diethyl malonate produces 2-(4-bromophenyl)-4,6-(1H,5H)-pyrimidinedione, which is reacted with phosphoryl chloride to afford 2-(4-bromophenyl)-4,6-dichloropyrimidine.